This data is from the Open Reaction Database (ORD), a public repository of structured organic reaction records. The task is: describe an organic reaction: reactants, conditions, products, and yield Reactants: O=C([O-])O, CS(=O)(=O)OCC1OC2CC(CC(OS(C)(=O)=O)C2)O1, CC(C)O, [K+], [Na+], [OH-]. Yields the product CS(=O)(=O)OCC1OC2C=CCC(C2)O1. RXN SMILES: [C:23](=[O:24])([OH:25])[O-:26].[CH3:1][S:2]([O:3][CH:6]1[CH2:7][CH:8]2[O:9][CH:10]([CH2:15][O:16][S:17](=[O:18])(=[O:19])[CH3:20])[O:11][CH:12]([CH2:13]1)[CH2:14]2)(=[O:4])=[O:5].[CH:28]([OH:29])([CH3:30])[CH3:31].[K+:22].[Na+:27].[OH-:21]>>[CH:6]1=[CH:13][CH:12]2[O:11][CH:10]([CH2:15][O:16][S:17](=[O:18])(=[O:19])[CH3:20])[O:9][CH:8]([CH2:7]1)[CH2:14]2. The reactants are COC=1C=C(C=CC1OC)CC(=O)Cl (3,4-dimethoxyphenyl acetic acid chloride), S(=O)(Cl)Cl (thionyl chloride), COC=1C=C(C=CC1OC)CC(=O)O (3,4-dimethoxyphenyl acetic acid), Cl.C(C)OC(C(C1=CC(=C(C=C1)OC)OC)CN)=O (alpha-(aminomethyl)-3,4-dimethoxybenzeneacetic acid ethyl ester hydrochloride), [OH-].[Na+] (sodium hydroxide). Run in C1(=CC=CC=C1)C (toluene), C(Cl)Cl (methylene chloride), O (water), C(Cl)Cl (methylene chloride). Yields the product C(C)OC(C(CNC(=O)CC1=CC(=C(C=C1)OC)OC)C1=CC(=C(C=C1)OC)OC)=O (2-(3,4-dimethoxyphenyl)-3-{{[(3,4-dimethoxyphenyl)methyl]carbonyl}amino}propanoic acid ethyl ester). Reaction SMILES: Cl.[CH2:2]([O:4][C:5](=[O:19])[CH:6]([CH2:17][NH2:18])[C:7]1[CH:12]=[CH:11][C:10]([O:13][CH3:14])=[C:9]([O:15][CH3:16])[CH:8]=1)[CH3:3].[OH-].[Na+].[CH3:22][O:23][C:24]1[CH:25]=[C:26]([CH2:32][C:33](Cl)=[O:34])[CH:27]=[CH:28][C:29]=1[O:30][CH3:31].S(Cl)(Cl)=O.COC1C=C(CC(O)=O)C=CC=1OC>C1(C)C=CC=CC=1.C(Cl)Cl.O>[CH2:2]([O:4][C:5](=[O:19])[CH:6]([C:7]1[CH:12]=[CH:11][C:10]([O:13][CH3:14])=[C:9]([O:15][CH3:16])[CH:8]=1)[CH2:17][NH:18][C:33]([CH2:32][C:26]1[CH:27]=[CH:28][C:29]([O:30][CH3:31])=[C:24]([O:23][CH3:22])[CH:25]=1)=[O:34])[CH3:3] |f:0.1,2.3|. Procedure: A mixture of 289 g of alpha-(aminomethyl)-3,4-dimethoxybenzeneacetic acid ethyl ester hydrochloride, 1000 ml of methylene chloride and 1000 ml of water was cooled to 0° and adjusted to pH 9.0 with 4N sodium hydroxide. A solution of 1000 ml of methylene chloride and 3,4-dimethoxyphenyl acetic acid chloride [previously prepared by the action of 400 ml of thionyl chloride on 215 g of 3,4-dimethoxyphenyl acetic acid in 500 ml of toluene at 50° for 1 hour and evaporation to dryness] was added concurr... Starting materials: C1(=CC=CC=C1)C1=NC2=C(C=CC=C2C=C1)C=O (2-phenyl-quinoline-8-aldehyde), [N+](=O)([O-])CC(C)=O (nitroacetone), N\C(=C/C(=O)[O-])\C (3-aminocrotonate), C(C)(=O)O (acetic acid), C(C)O (ethanol). Product: CC=1NC(=C(C(C1[N+](=O)[O-])C=1C=CC=C2C=CC(=NC12)C1=CC=CC=C1)C(=O)OC(C)C)C (Isopropyl 1,4-dihydro-2,6-dimethyl-3-nitro-4-(2-phenylquinolin-8-yl)-pyridine-5-carboxylate). As a reaction SMILES: [C:1]1([C:7]2[CH:16]=[CH:15][C:14]3[C:9](=[C:10]([CH:17]=O)[CH:11]=[CH:12][CH:13]=3)[N:8]=2)[CH:6]=[CH:5][CH:4]=[CH:3][CH:2]=1.[N+:19]([CH2:22][C:23](=O)[CH3:24])([O-:21])=[O:20].[NH2:26]/[C:27](/[CH3:32])=[CH:28]\[C:29]([O-:31])=[O:30].[C:33](O)(=O)[CH3:34].[CH2:37](O)C>>[CH3:24][C:23]1[NH:26][C:27]([CH3:32])=[C:28]([C:29]([O:31][CH:33]([CH3:34])[CH3:37])=[O:30])[CH:17]([C:10]2[CH:11]=[CH:12][CH:13]=[C:14]3[C:9]=2[N:8]=[C:7]([C:1]2[CH:6]=[CH:5][CH:4]=[CH:3][CH:2]=2)[CH:16]=[CH:15]3)[C:22]=1[N+:19]([O-:21])=[O:20]. Procedure details: 1.17 g (5 mmol) of 2-phenyl-quinoline-8-aldehyde are boiled in 10 ml of ethanol with 0.9 g (8.75 mmol) of nitroacetone, 0.72 g (5 mmol) of ispropyl 3-aminocrotonate and 0.3 ml (5 mmol) of acetic acid for 1 hour. The precipitated crystals are filtered with suction after cooling and washed with ethanol. 1.1 g of orange-colored crystals of melting point 205° C. are obtained. Starting materials: N12C[C@@H](C(CC1)CC2)O ((R)-quinuclidin-3-ol), ClC1=CC=C(C=C1)C(C(=O)O)N1CCCCC1 (2-(4-Chlorophenyl)-2-(piperidin-1-yl)acetic acid), C1CCC(CC1)N=C=NC2CCCCC2 (DCC), C=1C=CC2=C(C1)N=NN2O (HOBT). Solvent: C1CCOC1 (THF). Run at time 16 hour. Product: ClC1=CC=C(C=C1)C(C(=O)O[C@H]1CN2CCC1CC2)N2CCCCC2 ((R)-quinuclidin-3-yl 2-(4-chlorophenyl)-2-(piperidin-1-yl)acetate). The yield is 61.4%. As a reaction SMILES: [Cl:1][C:2]1[CH:7]=[CH:6][C:5]([CH:8]([N:12]2[CH2:17][CH2:16][CH2:15][CH2:14][CH2:13]2)[C:9]([OH:11])=[O:10])=[CH:4][CH:3]=1.C1CCC(N=C=NC2CCCCC2)CC1.C1C=CC2N(O)N=NC=2C=1.[N:43]12[CH2:50][CH2:49][CH:46]([CH2:47][CH2:48]1)[C@@H:45](O)[CH2:44]2>C1COCC1>[Cl:1][C:2]1[CH:3]=[CH:4][C:5]([CH:8]([N:12]2[CH2:17][CH2:16][CH2:15][CH2:14][CH2:13]2)[C:9]([O:11][C@@H:45]2[CH:46]3[CH2:49][CH2:50][N:43]([CH2:48][CH2:47]3)[CH2:44]2)=[O:10])=[CH:6][CH:7]=1. Procedure: 2-(4-Chlorophenyl)-2-(piperidin-1-yl)acetic acid (190 mg, 0.75 mmol), DCC (309 mg, 1.50 mmol), and HOBT (229 mg, 1.50 mmol) were dissolved in dry THF (8 ml). (R)-quinuclidin-3-ol (286 mg, 2.25 mmol) was added and the reaction was stirred at room temperature for 16 hours. THF was evaporated and the residue was dissolved in EtOAc and washed with 1M NaHCO3, water and brine. The organic layer was separated, dried over Na2SO4, filtered and evaporated. The crude compound was purified by flash chromato...